From a dataset of the Open Reaction Database (ORD), a public repository of structured organic reaction records. describe an organic reaction: reactants, conditions, products, and yield Starting materials: CC(C)(C)O, C=CCCN1CCN(c2cccc(C(F)(F)F)c2)CCC1=O, [O-][I+3]([O-])([O-])[O-], [Na+], O. Yields the product O=CCCN1CCN(c2cccc(C(F)(F)F)c2)CCC1=O. Reaction SMILES: [C:30]([OH:31])([CH3:32])([CH3:33])[CH3:34].[CH2:1]([CH2:2][CH:3]=[CH2:4])[N:5]1[CH2:6][CH2:7][N:8]([c:13]2[cH:14][c:15]([C:19]([F:20])([F:21])[F:22])[cH:16][cH:17][cH:18]2)[CH2:9][CH2:10][C:11]1=[O:12].[I+3:24]([O-:25])([O-:26])([O-:27])[O-:28].[Na+:29].[OH2:23]>>[CH2:1]([CH2:2][CH:3]=[O:25])[N:5]1[CH2:6][CH2:7][N:8]([c:13]2[cH:14][c:15]([C:19]([F:20])([F:21])[F:22])[cH:16][cH:17][cH:18]2)[CH2:9][CH2:10][C:11]1=[O:12]. The reactants are COC(=O)c1cc2ccncn2c1Nc1ccc(I)cc1F, O=C1CCC(=O)N1Cl, ClCCl, O. Product: COC(=O)c1c(Cl)c2ccncn2c1Nc1ccc(I)cc1F. As a reaction SMILES: [CH3:1][O:2][C:3](=[O:4])[c:5]1[cH:6][c:7]2[n:8]([cH:9][n:10][cH:11][cH:12]2)[c:13]1[NH:14][c:15]1[c:16]([F:22])[cH:17][c:18]([I:21])[cH:19][cH:20]1.[Cl:23][N:24]1[C:25](=[O:26])[CH2:27][CH2:28][C:29]1=[O:30].[Cl:31][CH2:32][Cl:33].[OH2:34]>>[CH3:1][O:2][C:3](=[O:4])[c:5]1[c:6]([Cl:23])[c:7]2[n:8]([cH:9][n:10][cH:11][cH:12]2)[c:13]1[NH:14][c:15]1[c:16]([F:22])[cH:17][c:18]([I:21])[cH:19][cH:20]1. Reactants: C(OC1=CC=C(C=C1)S(=O)(=O)N1C(C=2N(C3=CC=C(C=C13)F)C(=CC2)C#N)CC)(OCC)=O (4-[(1-cyano-4-ethyl-7-fluoropyrrolo[1,2-a]quinoxalin-5-(4H)-yl)sulfonyl]phenyl ethyl carbonate), [OH-].[Na+] (NaOH). The product is C(C)C1C=2N(C3=CC=C(C=C3N1S(=O)(=O)C1=CC=C(C=C1)O)F)C(=CC2)C(=O)N (4-ethyl-7-fluoro-5-[(4-hydroxyphenyl)sulfonyl]-4,5-dihydropyrrolo[1,2-a]quinoxaline-1-carboxamide). As a reaction SMILES: C(=O)(OCC)[O:2][C:3]1[CH:8]=[CH:7][C:6]([S:9]([N:12]2[C:21]3[C:16](=[CH:17][CH:18]=[C:19]([F:22])[CH:20]=3)[N:15]3[C:23]([C:26]#[N:27])=[CH:24][CH:25]=[C:14]3[CH:13]2[CH2:28][CH3:29])(=[O:11])=[O:10])=[CH:5][CH:4]=1.[OH-:34].[Na+]>C(O)C>[CH2:28]([CH:13]1[N:12]([S:9]([C:6]2[CH:5]=[CH:4][C:3]([OH:2])=[CH:8][CH:7]=2)(=[O:11])=[O:10])[C:21]2[C:16](=[CH:17][CH:18]=[C:19]([F:22])[CH:20]=2)[N:15]2[C:23]([C:26]([NH2:27])=[O:34])=[CH:24][CH:25]=[C:14]12)[CH3:29] |f:1.2|. Isolated yield 14.0%. Procedure details: 0.25 g (0.53 mmol) of the product from Example 34 was dissolved in 15 ml of ethanol and 5 ml of 2N NaOH was added. The solution was heated to reflux for 3 hours, after which time it was concentrated then neutralized with 2N HCl. The mixture was extracted with ethyl acetate (2×20 ml) and the combined organic layers were dried (MgSO4) and concentrated. The crude solid was subjected to column chromatography on silica gel eluting with chloroform:methanol (95:5). The fractions containing product were... Solvent: C(C)O (ethanol). Reactants: O=C([O-])[O-], CCOC(=O)C(=NO)c1csc(NC(c2ccccc2)(c2ccccc2)c2ccccc2)n1, C=CCBr, CN(C)C=O, [K+], [K+], O. Product: C=CCON=C(C(=O)OCC)c1csc(NC(c2ccccc2)(c2ccccc2)c2ccccc2)n1. As a reaction SMILES: [C:43](=[O:44])([O-:45])[O-:46].[C:5]([c:6]1[cH:7][cH:8][cH:9][cH:10][cH:11]1)([c:12]1[cH:13][cH:14][cH:15][cH:16][cH:17]1)([c:18]1[cH:19][cH:20][cH:21][cH:22][cH:23]1)[NH:24][c:25]1[s:26][cH:27][c:28]([C:30]([C:31](=[O:32])[O:33][CH2:34][CH3:35])=[N:36][OH:37])[n:29]1.[CH2:1]([CH:2]=[CH2:3])[Br:4].[CH3:38][N:39]([CH3:40])[CH:41]=[O:42].[K+:47].[K+:48].[OH2:49]>>[CH2:1]=[CH:2][CH2:3][O:37][N:36]=[C:30]([c:28]1[cH:27][s:26][c:25]([NH:24][C:5]([c:6]2[cH:7][cH:8][cH:9][cH:10][cH:11]2)([c:12]2[cH:13][cH:14][cH:15][cH:16][cH:17]2)[c:18]2[cH:19][cH:20][cH:21][cH:22][cH:23]2)[n:29]1)[C:31](=[O:32])[O:33][CH2:34][CH3:35].